This data is from the Open Reaction Database (ORD), a public repository of structured organic reaction records. The task is: describe an organic reaction: reactants, conditions, products, and yield Starting materials: CS(=O)(=O)OC[C@H]1N(CCC1)C(C(F)(F)F)=O (2(S)-Methanesulfonyloxymethyl-N-trifluoroacetyl pyrrolidine), [N-]=[N+]=[N-].[Li+] (lithium azide). Run in CN(C)C=O (DMF). Run at time 72 hour. Yields the product N(=[N+]=[N-])C[C@H]1NCCC1 (2(S)-Azidomethylpyrrolidine). As a reaction SMILES: CS(O[CH2:6][C@@H:7]1[CH2:11][CH2:10][CH2:9][N:8]1C(=O)C(F)(F)F)(=O)=O.[N-:18]=[N+:19]=[N-:20].[Li+]>CN(C=O)C>[N:18]([CH2:6][C@@H:7]1[CH2:11][CH2:10][CH2:9][NH:8]1)=[N+:19]=[N-:20] |f:1.2|. Reported procedure: In a flask protected by a safety screen, a solution of the product of step B (12.27 g, 0.042 mmol) and lithium azide (2.47 g, 0.051 mmol) in DMF (30 ml) was stirred at 45° C. for 18 hr. The solvent was evaporated in vacuo and the residue triturated with EtOAc (100 ml) and filtered. The filtrate was evaporated in vacuo and the residue dissolved in MeOH (255 ml) which was saturated with gaseous ammonia at 0° C. and then stirred at room temperature for 72 hr. The solvent was removed by distillation...